This data is from the Open Reaction Database (ORD), a public repository of structured organic reaction records. The task is: describe an organic reaction: reactants, conditions, products, and yield Reactants: FC=1C=C(OC2=C(C=CC=C2)CC(=O)O)C=CC1 (2-(3-Fluorophenoxy)benzeneacetic acid), polyphosphoric acid. Solvent: O (water). Conditions: time 1 hour. The product is FC1=CC2=C(C(CC3=C(O2)C=CC=C3)=O)C=C1 (7-Fluorodibenz[b,f]oxepin-10(11H)-one). RXN SMILES: [F:1][C:2]1[CH:3]=[C:4]([CH:16]=[CH:17][CH:18]=1)[O:5][C:6]1[CH:11]=[CH:10][CH:9]=[CH:8][C:7]=1[CH2:12][C:13]([OH:15])=O>O>[F:1][C:2]1[CH:18]=[CH:17][C:16]2[C:13](=[O:15])[CH2:12][C:7]3[CH:8]=[CH:9][CH:10]=[CH:11][C:6]=3[O:5][C:4]=2[CH:3]=1. Procedure: 2-(3-Fluorophenoxy)benzeneacetic acid (22 g.) was added to 90 g. of polyphosphoric acid at 125°. The reaction mixture was stirred 1 hour at 125°. It was then cooled; water (300 ml) was added with stirring; a solid product was filtered and extracted with toluene several times. The combined toluene extracts were washed successively with water, dilute alkali, and water, then dried over magnesium sulfate and evaporated to yield the title compound as a solid product, which was purified upon treatment... Starting materials: C1(CCCCC1)CC(C/C=C/[C@@H]1[C@H]([C@H](CC1)O)CCSC=1SC=C(N1)C(=O)O)(C)O (2-[(2-{(1R,2R,5S)-2-[(1E)-5-cyclohexyl-4-hydroxy-4-methyl-1-pentenyl]-5-hydroxycyclopentyl}ethyl)thio]-1,3-thiazole-4-carboxylic acid), C([O-])([O-])=O.[K+].[K+] (potassium carbonate), [I-].CC (ethane iodide), [Cl-].[Na+] (sodium chloride). The solvent is CN(C=O)C (N,N-dimethylformamide). Yields the product C1(CCCCC1)CC(C/C=C/[C@@H]1[C@H]([C@H](CC1)O)CCSC=1SC=C(N1)C(=O)OCC)(C)O (ethyl 2-[(2-{(1R,2R,5S)-2-[(1E)-5-cyclohexyl-4-hydroxy-4-methyl-1-pentenyl]-5-hydroxycyclopentyl}ethyl)thio]-1,3-thiazole-4-carboxyl ate). RXN SMILES: [CH:1]1([CH2:7][C:8]([OH:30])([CH3:29])[CH2:9]/[CH:10]=[CH:11]/[C@H:12]2[CH2:16][CH2:15][C@H:14]([OH:17])[C@@H:13]2[CH2:18][CH2:19][S:20][C:21]2[S:22][CH:23]=[C:24]([C:26]([OH:28])=[O:27])[N:25]=2)[CH2:6][CH2:5][CH2:4][CH2:3][CH2:2]1.C(=O)([O-])[O-].[K+].[K+].[I-].[CH3:38][CH3:39].[Cl-].[Na+]>CN(C)C=O>[CH:1]1([CH2:7][C:8]([OH:30])([CH3:29])[CH2:9]/[CH:10]=[CH:11]/[C@H:12]2[CH2:16][CH2:15][C@H:14]([OH:17])[C@@H:13]2[CH2:18][CH2:19][S:20][C:21]2[S:22][CH:23]=[C:24]([C:26]([O:28][CH2:38][CH3:39])=[O:27])[N:25]=2)[CH2:6][CH2:5][CH2:4][CH2:3][CH2:2]1 |f:1.2.3,4.5,6.7|. Procedure: To a solution of the compound 50 in N,N-dimethylformamide (10 mL) were added potassium carbonate (1.20 g) and ethane iodide (0.350 mL) at 0° C. and the solution was stirred at room temperature for 3 Hours. To the reaction solution was added an aqueous saturated sodium chloride solution and the solution was extracted with ethyl acetate. The organic layer was washed with water and brine, dried over anhydrous sodium sulfate and concentrated. The obtained residue was purified by column chromatograph... The reactants are C(C)(C)C1=CC=C(C=C1)C=NCC(OC)OC (N-[(4-isopropylphenyl)methylene]-2,2-dimethoxyethanamine), [OH-].[Na+] (NaOH). Solvent: S(O)(O)(=O)=O (sulfuric acid). Conditions: time 10 minute. The product is C(C)(C)C=1C=C2C=CN=CC2=CC1 (6-isopropylisoquinoline). The yield is 5.5%. Reaction SMILES: [CH:1]([C:4]1[CH:9]=[CH:8][C:7]([CH:10]=[N:11][CH2:12][CH:13](OC)OC)=[CH:6][CH:5]=1)([CH3:3])[CH3:2].[OH-].[Na+]>S(=O)(=O)(O)O>[CH:1]([C:4]1[CH:9]=[C:8]2[C:7](=[CH:6][CH:5]=1)[CH:10]=[N:11][CH:12]=[CH:13]2)([CH3:3])[CH3:2] |f:1.2|. Procedure: N-[(4-isopropylphenyl)methylene]-2,2-dimethoxyethanamine (5.0 g) was added to hot concentrated sulfuric acid (50 ml) at 140° C. dropwise over a period of 10 min. The mixture was stirred at this temperature for additional 10 min and cooled to RT. The mixture was basified with an aqueous solution of NaOH and the product was extracted with MTBE (6×75 ml). The combined organic layers were dried (MgSO4) and evaporated under reduced pressure. The residue was purified by flash chromatography on silica ... Starting materials: ice water, ClC1=CC=C2C=CC(=NC2=C1)C=1OC2=C(C1)C=C(C=C2)C=O (7-chloro-2-(5-formylbenzofuran-2-yl)quinoline), CN(C(CCS)=O)C (N,N-dimethyl-3-mercaptopropionamide), SCCCC(=O)OC (methyl 4-mercaptobutyrate), C(C)#N (acetonitrile), C(O)([O-])=O.[Na+] (sodium hydrogen carbonate). Solvent: B(F)(F)F.CCOCC (boron trifluoride etherate). Conditions: time 18 hour. Product: ClC1=CC=C2C=CC(=NC2=C1)C=1OC2=C(C1)C=C(C=C2)C(SCCCC(=O)OC)SCCCC(=O)OC (7-chloro-2-{5-[bis(3-methoxycarbonylpropylthio)methyl]-benzofuran-2-yl}quinoline). As a reaction SMILES: [Cl:1][C:2]1[CH:11]=[C:10]2[C:5]([CH:6]=[CH:7][C:8]([C:12]3[O:13][C:14]4[CH:20]=[CH:19][C:18]([CH:21]=O)=[CH:17][C:15]=4[CH:16]=3)=[N:9]2)=[CH:4][CH:3]=1.CN(C)[C:25](=O)[CH2:26][CH2:27][SH:28].[SH:31][CH2:32][CH2:33][CH2:34][C:35]([O:37][CH3:38])=[O:36].[C:39](=[O:42])([O-])[OH:40].[Na+].[C:44](#N)C>B(F)(F)F.CCOCC>[Cl:1][C:2]1[CH:11]=[C:10]2[C:5]([CH:6]=[CH:7][C:8]([C:12]3[O:13][C:14]4[CH:20]=[CH:19][C:18]([CH:21]([S:28][CH2:27][CH2:26][CH2:25][C:39]([O:40][CH3:44])=[O:42])[S:31][CH2:32][CH2:33][CH2:34][C:35]([O:37][CH3:38])=[O:36])=[CH:17][C:15]=4[CH:16]=3)=[N:9]2)=[CH:4][CH:3]=1 |f:3.4,6.7|. Procedure details: To a cooled mixture of 7-chloro-2-(5-formylbenzofuran-2-yl)quinoline (0.77 g), N,N-dimethyl-3-mercaptopropionamide (0.37 g) and methyl 4-mercaptobutyrate (0.37 g) in acetonitrile (15 ml), boron trifluoride etherate (1.38 ml) was added dropwise at 0° C. After being stored in refrigerator for 18 hours, the resulting mixture was poured into ice-water, adjusted to pH 7 with aqueous sodium hydrogen carbonate solution and extracted with diethyl ether. The organic layer was washed with brine, dried ove... The reactants are N(N)C1=C(C(=C(C(=C1)C)OC)C)C (4-hydrazino-2,3,6trimethylanisole), CC1C(C2=CC=CC=C2C1)=O (2-methyl-1-indanone), Cl (HCl), C(C)O (ethanol). Yields the product CC1=C(C(=C(C=2C3(C(=NC12)C1=CC=CC=C1C3)C)C)OC)C (9b,10-dihydro-6,7,9,9b-tetramethyl-8-methoxyindeno[1,2-b]indole). RXN SMILES: [NH:1]([C:3]1[CH:8]=[C:7](C)[C:6]([O:10][CH3:11])=[C:5]([CH3:12])[C:4]=1[CH3:13])N.[CH3:14][CH:15]1[CH2:23][C:22]2[C:17](=[CH:18][CH:19]=[CH:20][CH:21]=2)[C:16]1=O.Cl.[CH2:26](O)C>>[CH3:13][C:4]1[C:3]2[N:1]=[C:16]3[C:17]4[C:22]([CH2:23][C:15]3([CH3:26])[C:14]=2[C:7]([CH3:8])=[C:6]([O:10][CH3:11])[C:5]=1[CH3:12])=[CH:21][CH:20]=[CH:19][CH:18]=4. Procedure details: A mixture of 2.2 g (0.012 mol) of 4-hydrazino-2,3,6trimethylanisole, 1.9 g (0.013 mol) of 2-methyl-1-indanone and 2 ml of conc. aqueous HCl in 20 ml of ethanol was refluxed under argon for 1 hour. After cooling the solvent was removed by evaporation and the residue was partitioned in a mixture of water and methylene chloride. The aqueous phase was neutralized by addition of aqueous NaHCO3 and the phases separated. After drying (MgSO4) and evaporation of the organic phase, the remaining crude pro... Reactants: C(C)(=O)OCC=1N=C(SC1)NC(C)=O ((2-(acetylamino)-1,3-thiazol-4-yl)methyl acetate), C([O-])([O-])=O.[K+].[K+] (potassium carbonate). Run in CO (methanol). Run at time 3 hour. Product: OCC=1N=C(SC1)NC(C)=O (N-(4-(hydroxymethyl)-1,3-thiazol-2-yl)acetamide). Yield: 94.7%. RXN SMILES: C([O:4][CH2:5][C:6]1[N:7]=[C:8]([NH:11][C:12](=[O:14])[CH3:13])[S:9][CH:10]=1)(=O)C.C(=O)([O-])[O-].[K+].[K+]>CO>[OH:4][CH2:5][C:6]1[N:7]=[C:8]([NH:11][C:12](=[O:14])[CH3:13])[S:9][CH:10]=1 |f:1.2.3|. Procedure: A mixture of (2-(acetylamino)-1,3-thiazol-4-yl)methyl acetate (46 g) and potassium carbonate (30 g) in methanol (640 ml) was stirred for 3 hours at ambient temperature. The reaction mixture was concentrated in vacuo. The residue was diluted with chloroform, and the insoluble material was filtered off. The resulting solution was purified by flash column chromatography on silica-gel with methanol/chloroform (1/99). The resulted solid was collected by filtration with isopropyl ether to give N-(4-(h... The reactants are [N+](=O)([O-])C1=CC=C(COCCN2N=NC=C2)C=C1 (1-[2-(4-Nitro-benzyloxy)-ethyl]-1H-[1,2,3]triazole), C1CCOC1 (THF). The reagents and catalysts are [Pt](=O)=O (platinum dioxide). Run in CO (methanol). Product: N1(N=NC=C1)CCOCC1=CC=C(C=C1)N (4-(2-[1,2,3]triazol-1-yl-ethoxymethyl)-phenylamine). Yield: 95.0%. RXN SMILES: [N+:1]([C:4]1[CH:18]=[CH:17][C:7]([CH2:8][O:9][CH2:10][CH2:11][N:12]2[CH:16]=[CH:15][N:14]=[N:13]2)=[CH:6][CH:5]=1)([O-])=O.C1COCC1>CO.[Pt](=O)=O>[N:12]1([CH2:11][CH2:10][O:9][CH2:8][C:7]2[CH:6]=[CH:5][C:4]([NH2:1])=[CH:18][CH:17]=2)[CH:16]=[CH:15][N:14]=[N:13]1. Procedure: 1-[2-(4-Nitro-benzyloxy)-ethyl]-1H-[1,2,3]triazole (3.6 g, 14.5 mmol) and platinum dioxide (0.4 g) were suspended in methanol (30 ml) and THF (30 ml) and hydrogenated for 3 h at 42 mbar. After filtration and concentration 3 g (95%) 4-(2-[1,2,3]triazol-1-yl-ethoxymethyl)-phenylamine were obtained as beige solid. The reactants are C(=CC=C)C=1C(=CC(=C(OC(C#N)=CNC2=CC=CC=C2)C1)I)C (2-(5-buta-1,3-dienyl-2-iodo-4-methyl-phenoxy)-3-phenylamino-acrylonitrile), C[O-].[Na+] (NaOMe), CO (methanol), Cl.NC(=N)N (guanidine hydrochloride). Solvent: C(C)O (ethanol). Yields the product C(=CC=C)C=1C(=CC(=C(OC=2C(=NC(=NC2)N)N)C1)I)C (5-(5-buta-1,3-dienyl-2-iodo-4-methyl-phenoxy)-pyrimidine-2,4-diamine). RXN SMILES: Cl.[NH2:2][C:3]([NH2:5])=[NH:4].C[O-].[Na+].CO.[CH:11]([C:15]1[C:16]([CH3:34])=[CH:17][C:18]([I:33])=[C:19]([CH:32]=1)[O:20][C:21](=[CH:24]NC1C=CC=CC=1)[C:22]#[N:23])=[CH:12][CH:13]=[CH2:14]>C(O)C>[CH:11]([C:15]1[C:16]([CH3:34])=[CH:17][C:18]([I:33])=[C:19]([CH:32]=1)[O:20][C:21]1[C:22]([NH2:23])=[N:4][C:3]([NH2:5])=[N:2][CH:24]=1)=[CH:12][CH:13]=[CH2:14] |f:0.1,2.3|. Procedure: To a suspension of guanidine hydrochloride (3.10 g, 32.5 mmol) in 10 mL ethanol was added a solution of 25% NaOMe in methanol (7.0 mL, 32.5 mmol). The resulting solution was added to the crude 2-(5-buta-1,3-dienyl-2-iodo-4-methyl-phenoxy)-3-phenylamino-acrylonitrile of step 4, and the mixture was heated to reflux under nitrogen for 16 hours. The reaction mixture was cooled, concentrated under reduced pressure, diluted with water, and extracted with methylene chloride. The organic layer was washe... Product: CC(=O)N1CCc2c1ccc([N+](=O)[O-])c2F. The reactants are CC(=O)O, Fc1cccc2[nH]ccc12, CC(=O)N1CCc2c(F)cccc21, O=[N+]([O-])O, O=S(=O)(O)O. Reaction SMILES: [CH3:33][C:34](=[O:35])[OH:36].[F:14][c:15]1[cH:16][cH:17][cH:18][c:19]2[c:20]1[cH:21][cH:22][nH:23]2.[F:1][c:2]1[c:3]2[c:7]([cH:8][cH:9][cH:10]1)[N:6]([C:11]([CH3:12])=[O:13])[CH2:5][CH2:4]2.[OH:29][N+:30]([O-:31])=[O:32].[S:24](=[O:25])(=[O:26])([OH:27])[OH:28]>>[F:1][c:2]1[c:3]2[c:7]([cH:8][cH:9][c:10]1[N+:30](=[O:29])[O-:31])[N:6]([C:11]([CH3:12])=[O:13])[CH2:5][CH2:4]2. Starting materials: S1C(=NC=C1)C1(CN(CC1)C(=O)OC(C)(C)C)OCCOS(=O)(=O)C1=CC=C(C)C=C1 (tert-butyl 3-(thiazol-2-yl)-3-(2-(tosyloxy)ethoxy)pyrrolidine-1-carboxylate), FC(C(=O)O)(F)F (trifluoroacetic acid), C([O-])([O-])=O.[K+].[K+] (potassium carbonate). The solvent is ClCCl (dichloromethane), ClCCl (dichloromethane), O (water). Reaction conditions: temperature 50 celsius, time 2 hour. Product: S1C(=NC=C1)C12OCCN(CC1)C2 (5-(thiazol-2-yl)-4-oxa-1-azabicyclo[3.2.1]octane). As a reaction SMILES: [S:1]1[CH:5]=[CH:4][N:3]=[C:2]1[C:6]1([O:18][CH2:19][CH2:20]OS(C2C=CC(C)=CC=2)(=O)=O)[CH2:10][CH2:9][N:8](C(OC(C)(C)C)=O)[CH2:7]1.FC(F)(F)C(O)=O.C(=O)([O-])[O-].[K+].[K+]>ClCCl.O>[S:1]1[CH:5]=[CH:4][N:3]=[C:2]1[C:6]12[CH2:7][N:8]([CH2:9][CH2:10]1)[CH2:20][CH2:19][O:18]2 |f:2.3.4|. Reported procedure: To an ambient solution of tert-butyl 3-(thiazol-2-yl)-3-(2-(tosyloxy)ethoxy)pyrrolidine-1-carboxylate (2.3 g, 4.91 mmol) in dichloromethane (24.54 ml) was added trifluoroacetic acid (0.378 mL, 4.91 mmol). The reaction was stirred for 2 hours and was then concentrated under reduced pressure. The residue was dissolved in dichloromethane (10 mL), and the solution was added slowly to an ambient mixture of potassium carbonate (6.78 g, 49.1 mmol) in dichloromethane (50 mL). The mixture was heated to 5...